From a dataset of the Open Reaction Database (ORD), a public repository of structured organic reaction records. describe an organic reaction: reactants, conditions, products, and yield The reactants are CCn1nc(C(C)=NNC(=O)c2ccc(C(=O)OC)cc2)c(O)c1-c1ccc(C(C)(C)C)cc1, CO, Cl, [Na+], [OH-], O. Product: CCn1nc(C(C)=NNC(=O)c2ccc(C(=O)O)cc2)c(O)c1-c1ccc(C(C)(C)C)cc1. Reaction SMILES: [C:1]([CH3:2])([CH3:3])([CH3:4])[c:5]1[cH:6][cH:7][c:8](-[c:11]2[c:12]([OH:34])[c:13]([C:18]([CH3:19])=[N:20][NH:21][C:22](=[O:23])[c:24]3[cH:25][cH:26][c:27]([C:28](=[O:29])[O:30][CH3:31])[cH:32][cH:33]3)[n:14][n:15]2[CH2:16][CH3:17])[cH:9][cH:10]1.[CH3:35][OH:36].[ClH:39].[Na+:38].[OH-:37].[OH2:40]>>[C:1]([CH3:2])([CH3:3])([CH3:4])[c:5]1[cH:6][cH:7][c:8](-[c:11]2[c:12]([OH:34])[c:13]([C:18]([CH3:19])=[N:20][NH:21][C:22](=[O:23])[c:24]3[cH:25][cH:26][c:27]([C:28](=[O:29])[OH:30])[cH:32][cH:33]3)[n:14][n:15]2[CH2:16][CH3:17])[cH:9][cH:10]1.